Dataset: the Open Reaction Database (ORD), a public repository of structured organic reaction records. Task: describe an organic reaction: reactants, conditions, products, and yield Reactants: ClC1=C(C=NC2=CC(=C(C=C12)[N+](=O)[O-])OCC)C#N (4-chloro-7-ethoxy-6-nitro-quinoline-3-carbonitrile), BrC=1C=C(N)C=CC1 (3-bromo aniline), C([O-])(O)=O.[Na+] (sodium bicarbonate). The solvent is C(C)O (ethanol). Yields the product BrC=1C=C(C=CC1)NC1=C(C=NC2=CC(=C(C=C12)[N+](=O)[O-])OCC)C#N (4-(3-Bromo-phenylamino)-7-ethoxy-6-nitro-quinoline-3-carbonitrile). The yield is 82.8%. As a reaction SMILES: Cl[C:2]1[C:11]2[C:6](=[CH:7][C:8]([O:15][CH2:16][CH3:17])=[C:9]([N+:12]([O-:14])=[O:13])[CH:10]=2)[N:5]=[CH:4][C:3]=1[C:18]#[N:19].[Br:20][C:21]1[CH:22]=[C:23]([CH:25]=[CH:26][CH:27]=1)[NH2:24].C(=O)(O)[O-].[Na+]>C(O)C>[Br:20][C:21]1[CH:22]=[C:23]([NH:24][C:2]2[C:11]3[C:6](=[CH:7][C:8]([O:15][CH2:16][CH3:17])=[C:9]([N+:12]([O-:14])=[O:13])[CH:10]=3)[N:5]=[CH:4][C:3]=2[C:18]#[N:19])[CH:25]=[CH:26][CH:27]=1 |f:2.3|. Reported procedure: A mixture of 2.1 g (7.6 mmol) of 4-chloro-7-ethoxy-6-nitro-quinoline-3-carbonitrile and 0.91 ml (8.3 mmol) of 3-bromo aniline in 100 ml ethanol was refluxed under nitrogen for 4.5 hours. The reaction mixture was poured into diluted sodium bicarbonate solution. Ethanol was removed under vacuum. The mixture was diluted with ethyl acetate and the organic layer was separated and dried over sodium sulfate. The solution was concentrated and solid was collected and then washed with hexane. Upon drying,... Starting materials: C(C)(C)(C)OC(=O)N1CCC(=CC1)C1=CC2=C(C3=NC(=CN3CCO2)C=2N(N=CN2)C(C)C)C=C1 (4-[2-(2-Isopropyl-2H-[1,2,4]triazol-3-yl)-4,5-dihydro-6-oxa-1,3a-diaza-benzo[e]azulen-8-yl]-3,6-dihydro-2H-pyridine-1-carboxylic acid tert-butyl ester), Cl (hydrochloric acid). Yields the product Cl.C(C)(C)N1N=CN=C1C1=CN2CCOC3=C(C2=N1)C=CC(=C3)C3CCNCC3 (2-(2-Isopropyl-2H-[1,2,4]triazol-3-yl)-8-piperidin-4-yl-4,5-dihydro-6-oxa-1,3a-diaza-benzo[e]azulene hydrochloride). As a reaction SMILES: C(OC([N:8]1[CH2:13][CH:12]=[C:11]([C:14]2[CH:35]=[CH:34][C:17]3[C:18]4[N:22]([CH2:23][CH2:24][O:25][C:16]=3[CH:15]=2)[CH:21]=[C:20]([C:26]2[N:27]([CH:31]([CH3:33])[CH3:32])[N:28]=[CH:29][N:30]=2)[N:19]=4)[CH2:10][CH2:9]1)=O)(C)(C)C.[ClH:36]>>[ClH:36].[CH:31]([N:27]1[C:26]([C:20]2[N:19]=[C:18]3[N:22]([CH2:23][CH2:24][O:25][C:16]4[CH:15]=[C:14]([CH:11]5[CH2:12][CH2:13][NH:8][CH2:9][CH2:10]5)[CH:35]=[CH:34][C:17]=43)[CH:21]=2)=[N:30][CH:29]=[N:28]1)([CH3:33])[CH3:32] |f:2.3|. Procedure details: 4-[2-(2-Isopropyl-2H-[1,2,4]triazol-3-yl)-4,5-dihydro-6-oxa-1,3a-diaza-benzo[e]azulen-8-yl]-3,6-dihydro-2H-pyridine-1-carboxylic acid tert-butyl ester was treated with hydrochloric acid to give 2-(2-Isopropyl-2H-[1,2,4]triazol-3-yl)-8-piperidin-4-yl-4,5-dihydro-6-oxa-1,3a-diaza-benzo[e]azulene hydrochloride. 1H NMR 400 MHz (DMSO-d) δ: 9.08 (2H, s), 8.37 (1H, d, J=8.30 Hz), 8.18 (1H, s), 8.07 (1H, s), 7.06 (1H, dd, J=8.35, 1.80 Hz), 6.91 (1H, d, J=1.80 Hz), 5.85 (1H, m), 4.53 (4H, m), 3.35 (2H, d... Reactants: C(C)(C)(C)OC(=O)N(C1=NC=C(C=N1)C1=C(C=CC=C1)S(=O)(=O)C)C(=O)OC(C)(C)C (2-[Bis(tert-butoxycarbonyl)amino)-5-(2′-methylsulfonylphenyl)pyrimidine), Cl.O1CCOCC1 (HCl dioxane). Conditions: time 20 hour. Yields the product Cl.NC1=NC=C(C=N1)C1=C(C=CC=C1)S(=O)(=O)C (2-Amino-5-(2′-methylsulfonylphenyl)pyrimidine hydrochloride). The yield is 95.0%. RXN SMILES: C(OC([N:8](C(OC(C)(C)C)=O)[C:9]1[N:14]=[CH:13][C:12]([C:15]2[CH:20]=[CH:19][CH:18]=[CH:17][C:16]=2[S:21]([CH3:24])(=[O:23])=[O:22])=[CH:11][N:10]=1)=O)(C)(C)C.[ClH:32].O1CCOCC1>>[ClH:32].[NH2:8][C:9]1[N:10]=[CH:11][C:12]([C:15]2[CH:20]=[CH:19][CH:18]=[CH:17][C:16]=2[S:21]([CH3:24])(=[O:23])=[O:22])=[CH:13][N:14]=1 |f:1.2,3.4|. Procedure details: 2-[Bis(tert-butoxycarbonyl)amino)-5-(2′-methylsulfonylphenyl)pyrimidine (1.28 g, 2.8 mmol) was suspended in HCl/dioxane (10 mL, 4.0 M) and stirred 20 hours at room temp. The resulting mixture was triturated with Et2O and filtered to yield a white solid (772 mg, 95%). 1H NMR (CDCl3+few drops MeOD): δ 8.53 (s, 2H), 8.22 (dd, 1H, J=7.7, J′=1.8), 7.77 (m, 2H), 7.40 (dd, 1H, J=7.4, J′=1.5), 2.94 (s, 3H). Reactants: C1(CC1)C(=O)N1CCN(CC1)C(=O)C=1C=C(C=CC1)C1C(NC=2C=3C1=NNC(C3C=CC2)=O)C2=CC=C(C=C2)C(OCC)OCC (9-(3-(4-(cyclopropanecarbonyl)piperazine-1-carbonyl)phenyl)-8-(4-(diethoxymethyl)phenyl)-8,9-dihydro-2H-pyrido[4,3,2-de]phthalazin-3(7H)-one), C([O-])([O-])=O.[K+].[K+] (potassium carbonate). Run in Cl (hydrochloric acid). Conditions: time 8 hour. Product: C1(CC1)C(=O)N1CCN(CC1)C(=O)C=1C=C(C=CC1)C1C(NC=2C=3C1=NNC(C3C=CC2)=O)C2=CC=C(C=O)C=C2 (4-(9-(3-(4-(cyclopropanecarbonyl)piperazine-1-carbonyl)phenyl)-3-oxo-3,7,8,9-tetrahydro-2H-pyrido[4,3,2-de]phthalazin-8-yl)benzaldehyde). Isolated yield 7.6%. Reaction SMILES: [CH:1]1([C:4]([N:6]2[CH2:11][CH2:10][N:9]([C:12]([C:14]3[CH:15]=[C:16]([CH:20]4[C:25]5=[N:26][NH:27][C:28](=[O:33])[C:29]6[CH:30]=[CH:31][CH:32]=[C:23]([C:24]=65)[NH:22][CH:21]4[C:34]4[CH:39]=[CH:38][C:37]([CH:40](OCC)[O:41]CC)=[CH:36][CH:35]=4)[CH:17]=[CH:18][CH:19]=3)=[O:13])[CH2:8][CH2:7]2)=[O:5])[CH2:3][CH2:2]1.C(=O)([O-])[O-].[K+].[K+]>Cl>[CH:1]1([C:4]([N:6]2[CH2:7][CH2:8][N:9]([C:12]([C:14]3[CH:15]=[C:16]([CH:20]4[C:25]5=[N:26][NH:27][C:28](=[O:33])[C:29]6[CH:30]=[CH:31][CH:32]=[C:23]([C:24]=65)[NH:22][CH:21]4[C:34]4[CH:39]=[CH:38][C:37]([CH:40]=[O:41])=[CH:36][CH:35]=4)[CH:17]=[CH:18][CH:19]=3)=[O:13])[CH2:10][CH2:11]2)=[O:5])[CH2:3][CH2:2]1 |f:1.2.3|. Procedure: A mixture of 9-(3-(4-(cyclopropanecarbonyl)piperazine-1-carbonyl)phenyl)-8-(4-(diethoxymethyl)phenyl)-8,9-dihydro-2H-pyrido[4,3,2-de]phthalazin-3(7H)-one (290 mg, 0.48 mmol) in 3N hydrochloric acid (10 mL) was stirred at room temperature overnight. Then the mixture was neutralized with potassium carbonate. The resulting suspension was filtered to give crude. The crude product was purified by prep-HPLC to give the 4-(9-(3-(4-(cyclopropanecarbonyl)piperazine-1-carbonyl)phenyl)-3-oxo-3,7,8,9-tetrah... Reactants: CC12CN(Cc3ccccc3)CC(C)(CN(Cc3ccccc3)C1)C2O, CCO. Yields the product CC12CNCC(C)(CN(Cc3ccccc3)C1)C2O. RXN SMILES: [CH2:1]([c:2]1[cH:3][cH:4][cH:5][cH:6][cH:7]1)[N:8]1[CH2:9][C:10]2([CH3:26])[CH2:11][N:12]([CH2:19][c:20]3[cH:21][cH:22][cH:23][cH:24][cH:25]3)[CH2:13][C:14]([CH3:18])([CH2:15]1)[CH:16]2[OH:17].[CH3:27][CH2:28][OH:29]>>[CH2:1]([c:2]1[cH:3][cH:4][cH:5][cH:6][cH:7]1)[N:8]1[CH2:9][C:10]2([CH3:26])[CH2:11][NH:12][CH2:13][C:14]([CH3:18])([CH2:15]1)[CH:16]2[OH:17]. The reactants are CCC(Oc1ccc(-c2ccc(C(F)(F)F)cc2)cc1)c1ccc(C(=O)OC)cc1, CCO, [Na+], [OH-]. Yields the product CCC(Oc1ccc(-c2ccc(C(F)(F)F)cc2)cc1)c1ccc(C(=O)O)cc1. RXN SMILES: [CH3:1][O:2][C:3]([c:4]1[cH:5][cH:6][c:7]([CH:10]([CH2:11][CH3:12])[O:13][c:14]2[cH:15][cH:16][c:17](-[c:20]3[cH:21][cH:22][c:23]([C:26]([F:27])([F:28])[F:29])[cH:24][cH:25]3)[cH:18][cH:19]2)[cH:8][cH:9]1)=[O:30].[CH3:33][CH2:34][OH:35].[Na+:32].[OH-:31]>>[O:2]=[C:3]([c:4]1[cH:5][cH:6][c:7]([CH:10]([CH2:11][CH3:12])[O:13][c:14]2[cH:15][cH:16][c:17](-[c:20]3[cH:21][cH:22][c:23]([C:26]([F:27])([F:28])[F:29])[cH:24][cH:25]3)[cH:18][cH:19]2)[cH:8][cH:9]1)[OH:30]. Reactants: COc1cc(Br)cc(C2OCCCO2)c1OC, [Li]C(C)(C)C, C1CCOC1, Cc1ccc(C=O)cc1, O. Product: COc1cc(C(O)c2ccc(C)cc2)cc(C2OCCCO2)c1OC. RXN SMILES: [Br:1][c:2]1[cH:3][c:4]([O:16][CH3:17])[c:5]([O:14][CH3:15])[c:6]([CH:8]2[O:9][CH2:10][CH2:11][CH2:12][O:13]2)[cH:7]1.[C:18]([Li:19])([CH3:20])([CH3:21])[CH3:22].[CH2:33]1[O:34][CH2:35][CH2:36][CH2:37]1.[CH3:23][c:24]1[cH:25][cH:26][c:27]([CH:28]=[O:29])[cH:30][cH:31]1.[OH2:32]>>[c:2]1([CH:28]([c:27]2[cH:26][cH:25][c:24]([CH3:23])[cH:31][cH:30]2)[OH:29])[cH:3][c:4]([O:16][CH3:17])[c:5]([O:14][CH3:15])[c:6]([CH:8]2[O:9][CH2:10][CH2:11][CH2:12][O:13]2)[cH:7]1.